describe an organic reaction: reactants, conditions, products, and yield From a dataset of the Open Reaction Database (ORD), a public repository of structured organic reaction records. Starting materials: C(N)(=S)C=1C=C(C(=O)OCC)C=CC1 (ethyl 3-thiocarbamoylbenzoate), C(C)(C)C1=CC=C(C(CBr)=O)C=C1 (4-isopropylphenacyl bromide). Yields the product C(C)(C)C1=CC=C(C=C1)C=1N=C(SC1)C=1C=C(C(=O)OCC)C=CC1 (ethyl 3-[4-(4-isopropylphenyl)-2-thiazolyl]benzoate). Isolated yield 46.0%. RXN SMILES: [C:1]([C:4]1[CH:5]=[C:6]([CH:12]=[CH:13][CH:14]=1)[C:7]([O:9][CH2:10][CH3:11])=[O:8])(=[S:3])[NH2:2].[CH:15]([C:18]1[CH:27]=[CH:26][C:21]([C:22](=O)[CH2:23]Br)=[CH:20][CH:19]=1)([CH3:17])[CH3:16]>>[CH:15]([C:18]1[CH:19]=[CH:20][C:21]([C:22]2[N:2]=[C:1]([C:4]3[CH:5]=[C:6]([CH:12]=[CH:13][CH:14]=3)[C:7]([O:9][CH2:10][CH3:11])=[O:8])[S:3][CH:23]=2)=[CH:26][CH:27]=1)([CH3:17])[CH3:16]. Procedure: In the same manner as in Example 74, ethyl 3-thiocarbamoylbenzoate was reacted with 4-isopropylphenacyl bromide to obtain ethyl 3-[4-(4-isopropylphenyl)-2-thiazolyl]benzoate. The product was recrystallized from ethanol. Yield: 46%. Pale yellow prisms. Melting point: 91 to 92° C. The reactants are C(#N)C=1C(=C2C=CN(C2=CC1)CC(NO)=N)C(F)(F)F (2-[5-cyano-4-(trifluoromethyl)-1H-indol-1-yl]-N-hydroxyethanimidamide), ClC=1C(=C(C(=O)O)C=C(C1)C(F)(F)F)F (3-chloro-2-fluoro-5-(trifluoromethyl)benzoic acid). Product: ClC=1C(=C(C=C(C1)C(F)(F)F)C1=NC(=NO1)CN1C=CC2=C(C(=CC=C12)C#N)C(F)(F)F)F (1-({5-[3-Chloro-2-fluoro-5-(trifluoromethyl)phenyl]-1,2,4-oxadiazol-3-yl}methyl)-4-(trifluoromethyl)-1H-indole-5-carbonitrile). As a reaction SMILES: [C:1]([C:3]1[C:4]([C:17]([F:20])([F:19])[F:18])=[C:5]2[C:9](=[CH:10][CH:11]=1)[N:8]([CH2:12][C:13](=[NH:16])[NH:14][OH:15])[CH:7]=[CH:6]2)#[N:2].[Cl:21][C:22]1[C:23]([F:35])=[C:24]([CH:28]=[C:29]([C:31]([F:34])([F:33])[F:32])[CH:30]=1)[C:25](O)=O>>[Cl:21][C:22]1[C:23]([F:35])=[C:24]([C:25]2[O:15][N:14]=[C:13]([CH2:12][N:8]3[C:9]4[C:5](=[C:4]([C:17]([F:19])([F:20])[F:18])[C:3]([C:1]#[N:2])=[CH:11][CH:10]=4)[CH:6]=[CH:7]3)[N:16]=2)[CH:28]=[C:29]([C:31]([F:33])([F:34])[F:32])[CH:30]=1. Procedure: Synthesized as described in Example 65 from 2-[5-cyano-4-(trifluoromethyl)-1H-indol-1-yl]-N-hydroxyethanimidamide and 3-chloro-2-fluoro-5-(trifluoromethyl)benzoic acid: MS (ESI): m/z 487 (M−1). Starting materials: C(C)(C)(C)C1=CC(=C(C=C1)C=1N([C@@H]([C@@H](N1)C1=CC=C(C=C1)Cl)C1=CC=C(C=C1)Cl)C(=O)Cl)OC(C)C ((4S,5R)-2-(4-tert-butyl-2-isopropoxy-phenyl)-4,5-bis-(4-chloro-phenyl)-4,5-dihydro-imidazole-1-carbonyl chloride), CS(=O)(=O)CCCN1CCNCC1 (1-(3-methanesulfonyl-propyl)-piperazine). Yields the product Cl.C(C)(C)(C)C1=CC(=C(C=C1)C=1N([C@@H]([C@@H](N1)C1=CC=C(C=C1)Cl)C1=CC=C(C=C1)Cl)C(=O)N1CCN(CC1)CCCS(=O)(=O)C)OC(C)C ([(4S,5R)-2-(4-tert-Butyl-2-isopropoxy-phenyl)-4,5-bis-(4-chloro-phenyl)-4,5-dihydro-imidazol-1-yl]-[4-(3-methanesulfonyl-propyl)-piperazin-1-yl]-methanone hydrochloride). As a reaction SMILES: [C:1]([C:5]1[CH:10]=[CH:9][C:8]([C:11]2[N:12]([C:30](Cl)=[O:31])[C@H:13]([C:23]3[CH:28]=[CH:27][C:26]([Cl:29])=[CH:25][CH:24]=3)[C@H:14]([C:16]3[CH:21]=[CH:20][C:19]([Cl:22])=[CH:18][CH:17]=3)[N:15]=2)=[C:7]([O:33][CH:34]([CH3:36])[CH3:35])[CH:6]=1)([CH3:4])([CH3:3])[CH3:2].[CH3:37][S:38]([CH2:41][CH2:42][CH2:43][N:44]1[CH2:49][CH2:48][NH:47][CH2:46][CH2:45]1)(=[O:40])=[O:39]>>[ClH:22].[C:1]([C:5]1[CH:10]=[CH:9][C:8]([C:11]2[N:12]([C:30]([N:47]3[CH2:46][CH2:45][N:44]([CH2:43][CH2:42][CH2:41][S:38]([CH3:37])(=[O:39])=[O:40])[CH2:49][CH2:48]3)=[O:31])[C@H:13]([C:23]3[CH:28]=[CH:27][C:26]([Cl:29])=[CH:25][CH:24]=3)[C@H:14]([C:16]3[CH:17]=[CH:18][C:19]([Cl:22])=[CH:20][CH:21]=3)[N:15]=2)=[C:7]([O:33][CH:34]([CH3:36])[CH3:35])[CH:6]=1)([CH3:2])([CH3:4])[CH3:3] |f:2.3|. Procedure details: [(4S,5R)-2-(4-tert-Butyl-2-isopropoxy-phenyl)-4,5-bis-(4-chloro-phenyl)-4,5-dihydro-imidazol-1-yl]-[4-(3-methanesulfonyl-propyl)-piperazin-1-yl]-methanone hydrochloride was prepared from (4S,5R)-2-(4-tert-butyl-2-isopropoxy-phenyl)-4,5-bis-(4-chloro-phenyl)-4,5-dihydro-imidazole-1-carbonyl chloride (example 12i) and 1-(3-methanesulfonyl-propyl)-piperazine (example 16e) in an analogous manner as described in example 25. LR-MS: 713.4 [(M+H)+] The reactants are CN(C)P(=O)(N(C)C)N(C)C, COC(=O)CNC(=O)c1cccc(C=CC(=O)c2c(O)cc(C)n(C)c2=O)c1. Product: COC(=O)CNC(=O)c1cccc(C=CC(=O)c2c(OC)cc(C)n(C)c2=O)c1. RXN SMILES: [CH3:29][N:30]([P:31]([N:32]([CH3:33])[CH3:34])([N:35]([CH3:36])[CH3:37])=[O:38])[CH3:39].[OH:1][c:2]1[c:3]([C:11]([CH:12]=[CH:13][c:14]2[cH:15][c:16]([C:20](=[O:21])[NH:22][CH2:23][C:24](=[O:25])[O:26][CH3:27])[cH:17][cH:18][cH:19]2)=[O:28])[c:4](=[O:10])[n:5]([CH3:9])[c:6]([CH3:8])[cH:7]1>>[O:1]([c:2]1[c:3]([C:11]([CH:12]=[CH:13][c:14]2[cH:15][c:16]([C:20](=[O:21])[NH:22][CH2:23][C:24](=[O:25])[O:26][CH3:27])[cH:17][cH:18][cH:19]2)=[O:28])[c:4](=[O:10])[n:5]([CH3:9])[c:6]([CH3:8])[cH:7]1)[CH3:29]. Reactants: CCOC(C)=O, CCO, O=c1cnccn1-c1ccc([N+](=O)[O-])cc1. Product: Nc1ccc(-n2ccncc2=O)cc1. RXN SMILES: [CH3:17][CH2:18][O:19][C:20](=[O:21])[CH3:22].[CH3:23][CH2:24][OH:25].[N+:1]([O-:2])(=[O:3])[c:4]1[cH:5][cH:6][c:7](-[n:10]2[c:11](=[O:16])[cH:12][n:13][cH:14][cH:15]2)[cH:8][cH:9]1>>[NH2:1][c:4]1[cH:5][cH:6][c:7](-[n:10]2[c:11](=[O:16])[cH:12][n:13][cH:14][cH:15]2)[cH:8][cH:9]1. Reactants: COCCOC=1C=CC2=C(C1)C1(C(NC3=CC=CC=C13)=O)CO2 (5-(2-methoxyethoxy)spiro[1-benzofuran-3,3′-indol]-2′(1′H)-one), N1C([C@]2(C3=CC=CC=C13)COC1=CC3=C(OCCO3)C=C12)=O ((8S)-2,3-dihydrospiro[furo[2,3-g][1,4]benzodioxine-8,3′-indol]-2′(1′H)-one). Yields the product COCCOC=1C=CC2=C(C1)C1(C(N(C3=CC=CC=C13)CCOCCOC)=O)CO2 (5-(2-methoxyethoxy)-1′-[2-(2-methoxyethoxy)ethyl]spiro[1-benzofuran-3,3′-indol]-2′(1′H)-one). Reaction SMILES: [CH3:1][O:2][CH2:3][CH2:4][O:5][C:6]1[CH:7]=[CH:8][C:9]2[O:23][CH2:22][C:12]3([C:20]4[C:15](=[CH:16][CH:17]=[CH:18][CH:19]=4)[NH:14][C:13]3=[O:21])[C:10]=2[CH:11]=1.N1C2C(=CC=CC=2)[C@@]2(C3C(=C[C:37]4[O:42][CH2:41][CH2:40][O:39][C:38]=4[CH:43]=3)OC2)C1=O>>[CH3:1][O:2][CH2:3][CH2:4][O:5][C:6]1[CH:7]=[CH:8][C:9]2[O:23][CH2:22][C:12]3([C:20]4[C:15](=[CH:16][CH:17]=[CH:18][CH:19]=4)[N:14]([CH2:43][CH2:38][O:39][CH2:40][CH2:41][O:42][CH3:37])[C:13]3=[O:21])[C:10]=2[CH:11]=1. Reported procedure: Following the procedure as described in EXAMPLE 9.70 and making non-critical variations using 5-(2-methoxyethoxy)spiro[1-benzofuran-3,3′-indol]-2′(1′H)-one to replace (8S)-2,3-dihydrospiro[furo[2,3-g][1,4]benzodioxine-8,3′-indol]-2′(1′H)-one, 5-(2-methoxyethoxy)-1′-[2-(2-methoxyethoxy)ethyl]spiro[1-benzofuran-3,3′-indol]-2′(1′H)-one was obtained (80%) as a colorless oil: 1H NMR (300 MHz, DMSO-d6) δ7.31-7.27 (m, 1H), 7.15-7.10 (m, 1H), 7.06-6.99 (m, 2H), 6.63-6.58 (m, 1H), 6.56-6.53 (m, 1H), 6.42...